This data is from the Open Reaction Database (ORD), a public repository of structured organic reaction records. The task is: describe an organic reaction: reactants, conditions, products, and yield Reactants: BrC1=CC=C(C(C(=O)OC)=C1)O (methyl 5-bromosalicylate), [H-].[Na+] (sodium hydride), O (Water), BrC=1C=[N+](C=CC1[N+](=O)[O-])[O-] (3-bromo-4-nitropyridine 1-oxide). Run in C1CCOC1 (THF). Conditions: time 15 minute. Yields the product BrC1=CC(=C(OC=2C=[N+](C=CC2[N+](=O)[O-])[O-])C=C1)C(=O)OC (3-(4-bromo-2-(methoxycarbonyl)phenoxy)-4-nitropyridine 1-oxide). Reaction SMILES: [Br:1][C:2]1[CH:11]=[C:6]([C:7]([O:9][CH3:10])=[O:8])[C:5]([OH:12])=[CH:4][CH:3]=1.[H-].[Na+].Br[C:16]1[CH:17]=[N+:18]([O-:25])[CH:19]=[CH:20][C:21]=1[N+:22]([O-:24])=[O:23].O>C1COCC1>[Br:1][C:2]1[CH:3]=[CH:4][C:5]([O:12][C:16]2[CH:17]=[N+:18]([O-:25])[CH:19]=[CH:20][C:21]=2[N+:22]([O-:24])=[O:23])=[C:6]([C:7]([O:9][CH3:10])=[O:8])[CH:11]=1 |f:1.2|. Procedure details: To a solution of methyl 5-bromosalicylate (5.78 g, 25.00 mmol) in 30 mL of dry THF was added slowly sodium hydride (0.600 g, 25.00 mmol, 60 wt %) and the solution was stirred at rt for 15 minutes. The solvent was evaporated and the residue was dissolved in 10 mL of dry DMF. To this was added 3-bromo-4-nitropyridine 1-oxide (4.38 g, 20.00 mmol) and the reaction mixture was stirred at 50° C. for 4 h and 40° C. overnight. Water was added and the resulting solid was washed with water, filtered and d... Reactants: FC1=CC=C(C=C1)N1N=C(C=C1C1=CC=C(C=C1)SC)C(=O)O (1-(4-fluorophenyl)-5-[4-(methylthio)phenyl]pyrazole-3-carboxylic acid), S(=O)(Cl)Cl (thionyl chloride). Run in ClC(C)Cl (dichloroethane). The product is FC1=CC=C(C=C1)N1N=C(C=C1C1=CC=C(C=C1)SC)C(=O)Cl (1-(4-fluorophenyl)-5-[4-(methylthio)phenyl]pyrazole-3-carbonyl chloride). RXN SMILES: [F:1][C:2]1[CH:7]=[CH:6][C:5]([N:8]2[C:12]([C:13]3[CH:18]=[CH:17][C:16]([S:19][CH3:20])=[CH:15][CH:14]=3)=[CH:11][C:10]([C:21]([OH:23])=O)=[N:9]2)=[CH:4][CH:3]=1.S(Cl)([Cl:26])=O>ClC(Cl)C>[F:1][C:2]1[CH:7]=[CH:6][C:5]([N:8]2[C:12]([C:13]3[CH:18]=[CH:17][C:16]([S:19][CH3:20])=[CH:15][CH:14]=3)=[CH:11][C:10]([C:21]([Cl:26])=[O:23])=[N:9]2)=[CH:4][CH:3]=1. Reported procedure: A mixture of 1-(4-fluorophenyl)-5-[4-(methylthio)phenyl]pyrazole-3-carboxylic acid (13.5 g) and thionyl chloride (10 ml) in dichloroethane (30 ml) was refluxed for 1 hour. The mixture was concentrated to give an oil of 1-(4-fluorophenyl)-5-[4-(methylthio)phenyl]pyrazole-3-carbonyl chloride.